From a dataset of the Open Reaction Database (ORD), a public repository of structured organic reaction records. describe an organic reaction: reactants, conditions, products, and yield Reactants: C(C1=CC=CC=C1)OC1=CC(=C(C(=C1)C)CC(=O)NC[C@@H]1[C@H](C[C@@H](O1)N1C(=O)NC(=O)C(=C1)CC)O)C (5'-[2-(4-benzyloxy-2,6-dimethylphenyl)acetamido]-2',5'-dideoxy-5-ethyluridine), C(C)(=O)OC(C)=O (acetic anhydride). Solvent: N1=CC=CC=C1 (pyridine). Yields the product C(C)(=O)O[C@H]1C[C@@H](O[C@@H]1CNC(CC1=C(C=C(C=C1C)OCC1=CC=CC=C1)C)=O)N1C(=O)NC(=O)C(=C1)CC (3'-O-acetyl-5'-[2-(4-benzyloxy-2,6-dimethylphenyl)acetamido]-2',5'-dideoxy-5-ethyluridine). As a reaction SMILES: [CH2:1]([O:8][C:9]1[CH:14]=[C:13]([CH3:15])[C:12]([CH2:16][C:17]([NH:19][CH2:20][C@H:21]2[O:25][C@@H:24]([N:26]3[CH:33]=[C:32]([CH2:34][CH3:35])[C:30](=[O:31])[NH:29][C:27]3=[O:28])[CH2:23][C@@H:22]2[OH:36])=[O:18])=[C:11]([CH3:37])[CH:10]=1)[C:2]1[CH:7]=[CH:6][CH:5]=[CH:4][CH:3]=1.[C:38](OC(=O)C)(=[O:40])[CH3:39]>N1C=CC=CC=1>[C:38]([O:36][C@@H:22]1[C@@H:21]([CH2:20][NH:19][C:17](=[O:18])[CH2:16][C:12]2[C:11]([CH3:37])=[CH:10][C:9]([O:8][CH2:1][C:2]3[CH:3]=[CH:4][CH:5]=[CH:6][CH:7]=3)=[CH:14][C:13]=2[CH3:15])[O:25][C@@H:24]([N:26]2[CH:33]=[C:32]([CH2:34][CH3:35])[C:30](=[O:31])[NH:29][C:27]2=[O:28])[CH2:23]1)(=[O:40])[CH3:39]. Procedure details: 0.25 g of 5'-[2-(4-benzyloxy-2,6-dimethylphenyl)acetamido]-2',5'-dideoxy-5-ethyluridine was stirred as a slurry in 5 ml of dry pyridine with 0.4 ml of acetic anhydride for 72 hours. The resulting solution was evaporated in vacuo and the residue was re-evaporated three times with toluene. After trituration with diethyl ether and filtration there was obtained 0.22 g of crude product of melting point 188°-191° C. Recrystallization from a mixture of 4 ml of methylene chloride and 4 ml of petroleum e... Starting materials: FC(C1=CC=C(CC2=CC=CC2)C=C1)(F)F (4-trifluoromethylbenzylcyclopentadiene), C(CCC)[Li] (butyllithium), solution. Run in CCCCCC (hexane), CCCCCC (hexane). The product is FC(C1=CC=C(CC2(C=CC=C2)[Li])C=C1)(F)F (4-trifluoromethylbenzylcyclopentadienyl lithium). Isolated yield 80.0%. RXN SMILES: [F:1][C:2]([F:16])([F:15])[C:3]1[CH:14]=[CH:13][C:6]([CH2:7][C:8]2[CH2:12][CH:11]=[CH:10][CH:9]=2)=[CH:5][CH:4]=1.C([Li:21])CCC>CCCCCC>[F:1][C:2]([F:15])([F:16])[C:3]1[CH:14]=[CH:13][C:6]([CH2:7][C:8]2([Li:21])[CH:12]=[CH:11][CH:10]=[CH:9]2)=[CH:5][CH:4]=1. Reported procedure: 2.5 g of 4-trifluoromethylbenzylcyclopentadiene (10 mmoles) and 30 ml of hexane are charged, in an argon atmosphere, into a tailed test-tube equipped with magnetic stirring. The same procedure is then carried out as in paragraph 2 of example 1 above, using 4.5 ml of a 2.5 M solution of butyllithium in hexane. At the end, 2.1 g of the desired salt are obtained with a yield of 80%. Reactants: CC=CCC1C(=O)c2cc(OC)ccc2C1(C)C, CO, ClCCl, O=[O+][O-]. The product is COc1ccc2c(c1)C(=O)C(CC=O)C2(C)C. As a reaction SMILES: [CH2:4]([CH:5]=[CH:6][CH3:7])[CH:8]1[C:9](=[O:21])[c:10]2[cH:11][c:12]([O:19][CH3:20])[cH:13][cH:14][c:15]2[C:16]1([CH3:17])[CH3:18].[CH3:25][OH:26].[Cl:22][CH2:23][Cl:24].[O-:1][O+:2]=[O:3]>>[O:1]=[CH:5][CH2:4][CH:8]1[C:9](=[O:21])[c:10]2[cH:11][c:12]([O:19][CH3:20])[cH:13][cH:14][c:15]2[C:16]1([CH3:17])[CH3:18].